describe an organic reaction: reactants, conditions, products, and yield From a dataset of the Open Reaction Database (ORD), a public repository of structured organic reaction records. The reactants are BrC1=NC=C(C=C1N(S(=O)(=O)C1=CC(=C(C=C1)Cl)C(F)(F)F)COC)Cl (N-(2-bromo-5-chloro-pyridin-3-yl)-4-chloro-N-methoxymethyl-3-trifluoromethyl-benzenesulfonamide), C(C)(C)[Mg]Cl (isopropylmagnesium chloride), COC(C1=C(C=CC=C1)C=O)=O (2-formyl-benzoic acid methyl ester). Solvent: C1CCOC1 (THF). Reaction conditions: temperature 0 celsius, time 30 minute. The product is ClC1=C(C=C(C=C1)S(=O)(=O)N(COC)C=1C(=NC=C(C1)Cl)C1OC(C2=CC=CC=C12)=O)C(F)(F)F (4-chloro-N-[5-chloro-2-(3-oxo-1,3-dihydro-isobenzofuran-1-yl)-pyridin-3-yl]-N-methoxymethyl-3-trifluoromethyl-benzenesulfonamide). As a reaction SMILES: Br[C:2]1[C:7]([N:8]([CH2:23][O:24][CH3:25])[S:9]([C:12]2[CH:17]=[CH:16][C:15]([Cl:18])=[C:14]([C:19]([F:22])([F:21])[F:20])[CH:13]=2)(=[O:11])=[O:10])=[CH:6][C:5]([Cl:26])=[CH:4][N:3]=1.C([Mg]Cl)(C)C.C[O:33][C:34](=[O:43])[C:35]1[CH:40]=[CH:39][CH:38]=[CH:37][C:36]=1[CH:41]=O>C1COCC1>[Cl:18][C:15]1[CH:16]=[CH:17][C:12]([S:9]([N:8]([C:7]2[C:2]([CH:41]3[C:36]4[C:35](=[CH:40][CH:39]=[CH:38][CH:37]=4)[C:34](=[O:33])[O:43]3)=[N:3][CH:4]=[C:5]([Cl:26])[CH:6]=2)[CH2:23][O:24][CH3:25])(=[O:11])=[O:10])=[CH:13][C:14]=1[C:19]([F:22])([F:21])[F:20]. Procedure details: To a solution of N-(2-bromo-5-chloro-pyridin-3-yl)-4-chloro-N-methoxymethyl-3-trifluoromethyl-benzenesulfonamide (250 mg, 0.50 mmol) in THF (3.0 mL) under nitrogen atmosphere at 0° C. was added isopropylmagnesium chloride (0.60 mL, 1.2 mmol, 2 M in THF). The mixture was then stirred for 30 min at 0° C. and 2-formyl-benzoic acid methyl ester (164 mg, 1.0 mmol) was added. The aqueous layer was stirred at room temperature overnight, quenched with saturated aqueous ammonium chloride, and followed by... The reactants are ClC1=NN2C(C(=N1)N(CC1=CC=C(C=C1)OC)C1CC1)=NC=C2C#N (2-chloro-4-(cyclopropyl(4-methoxybenzyl)amino)imidazo[2,1-f][1,2,4]triazine-7-carbonitrile), NC=1C=C(C#N)C=C(C1Cl)N1CCC2(CCN(C2=O)C)CC1 (3-amino-4-chloro-5-(2-methyl-1-oxo-2,8-diazaspiro[4.5]decan-8-yl)benzonitrile), CC1(C2=C(C(=CC=C2)P(C3=CC=CC=C3)C4=CC=CC=C4)OC5=C(C=CC=C51)P(C6=CC=CC=C6)C7=CC=CC=C7)C (XANTPHOS), C([O-])([O-])=O.[Cs+].[Cs+] (cesium carbonate). The reagents and catalysts are C(C)(=O)[O-].[Pd+2].C(C)(=O)[O-] (palladium(II) acetate), C1=CC=C(C=C1)P([C-]2C=CC=C2)C3=CC=CC=C3.C1=CC=C(C=C1)P([C-]2C=CC=C2)C3=CC=CC=C3.[Fe+2] (DPPF). Solvent: O1CCOCC1 (dioxane). Reaction conditions: temperature 80 celsius. Product: ClC1=C(C=C(C=C1N1CCC2(CCN(C2=O)C)CC1)C#N)NC1=NN2C(C(=N1)N(CC1=CC=C(C=C1)OC)C1CC1)=NC=C2C#N ((+/−)-2-((2-chloro-5-cyano-3-(2-methyl-1-oxo-2,8-diazaspiro[4.5]decan-8-yl)phenyl)amino)-4-(cyclopropyl(4-methoxybenzyl)amino)imidazo[2,1-f][1,2,4]triazine-7-carbonitrile). The yield is 45.7%. Reaction SMILES: Cl[C:2]1[N:7]=[C:6]([N:8]([CH:18]2[CH2:20][CH2:19]2)[CH2:9][C:10]2[CH:15]=[CH:14][C:13]([O:16][CH3:17])=[CH:12][CH:11]=2)[C:5]2=[N:21][CH:22]=[C:23]([C:24]#[N:25])[N:4]2[N:3]=1.[NH2:26][C:27]1[CH:28]=[C:29]([CH:32]=[C:33]([N:36]2[CH2:47][CH2:46][C:39]3([C:43](=[O:44])[N:42]([CH3:45])[CH2:41][CH2:40]3)[CH2:38][CH2:37]2)[C:34]=1[Cl:35])[C:30]#[N:31].CC1(C)C2C(=C(P(C3C=CC=CC=3)C3C=CC=CC=3)C=CC=2)OC2C(P(C3C=CC=CC=3)C3C=CC=CC=3)=CC=CC1=2.C(=O)([O-])[O-].[Cs+].[Cs+]>O1CCOCC1.C([O-])(=O)C.[Pd+2].C([O-])(=O)C.C1C=CC(P(C2C=CC=CC=2)[C-]2C=CC=C2)=CC=1.C1C=CC(P(C2C=CC=CC=2)[C-]2C=CC=C2)=CC=1.[Fe+2]>[Cl:35][C:34]1[C:33]([N:36]2[CH2:37][CH2:38][C:39]3([C:43](=[O:44])[N:42]([CH3:45])[CH2:41][CH2:40]3)[CH2:46][CH2:47]2)=[CH:32][C:29]([C:30]#[N:31])=[CH:28][C:27]=1[NH:26][C:2]1[N:7]=[C:6]([N:8]([CH:18]2[CH2:19][CH2:20]2)[CH2:9][C:10]2[CH:15]=[CH:14][C:13]([O:16][CH3:17])=[CH:12][CH:11]=2)[C:5]2=[N:21][CH:22]=[C:23]([C:24]#[N:25])[N:4]2[N:3]=1 |f:3.4.5,7.8.9,10.11.12|. Procedure: A mixture of 2-chloro-4-(cyclopropyl(4-methoxybenzyl)amino)imidazo[2,1-f][1,2,4]triazine-7-carbonitrile (167 mg, 0.471 mmol), 3-amino-4-chloro-5-(2-methyl-1-oxo-2,8-diazaspiro[4.5]decan-8-yl)benzonitrile (150 mg, 0.471 mmol), palladium(II) acetate (28.0 mg, 0.125 mmol), XANTPHOS (27.2 mg, 0.047 mmol), DPPF (26.1 mg, 0.047 mmol) and cesium carbonate (399 mg, 1.223 mmol) in dioxane (5 ml) was evacuated and back filled with nitrogen three time and was heated at 80° C. for 3 h. The reaction mixture ... Starting materials: NC=1C=C(OC2=CC=C3C(=N2)SC(=N3)NC(=O)C3CC3)C=CC1F (N-[5-(3-amino-4-fluorophenoxy)[1,3]thiazolo[5,4-b]pyridin-2-yl]cyclopropanecarboxamide), N(=C=O)C1=CC(=CC=C1)C(F)(F)F (1-isocyanato-3-(trifluoromethyl)benzene). The solvent is C(C)(=O)OCC (ethyl acetate), O1CCCC1 (tetrahydrofuran), N1=CC=CC=C1 (pyridine). Conditions: temperature 90 celsius, time 2 hour. The product is FC1=C(C=C(OC2=CC=C3C(=N2)SC(=N3)NC(=O)C3CC3)C=C1)NC(NC1=CC(=CC=C1)C(F)(F)F)=O (N-{5-[4-fluoro-3-({[3-(trifluoromethyl)phenyl]carbamoyl}amino)phenoxy][1,3]thiazolo[5,4-b]pyridin-2-yl}cyclopropanecarboxamide). Yield: 29.8%. Reaction SMILES: [NH2:1][C:2]1[CH:3]=[C:4]([CH:21]=[CH:22][C:23]=1[F:24])[O:5][C:6]1[N:11]=[C:10]2[S:12][C:13]([NH:15][C:16]([CH:18]3[CH2:20][CH2:19]3)=[O:17])=[N:14][C:9]2=[CH:8][CH:7]=1.[N:25]([C:28]1[CH:33]=[CH:32][CH:31]=[C:30]([C:34]([F:37])([F:36])[F:35])[CH:29]=1)=[C:26]=[O:27]>N1C=CC=CC=1.C(OCC)(=O)C.O1CCCC1>[F:24][C:23]1[CH:22]=[CH:21][C:4]([O:5][C:6]2[N:11]=[C:10]3[S:12][C:13]([NH:15][C:16]([CH:18]4[CH2:20][CH2:19]4)=[O:17])=[N:14][C:9]3=[CH:8][CH:7]=2)=[CH:3][C:2]=1[NH:1][C:26](=[O:27])[NH:25][C:28]1[CH:33]=[CH:32][CH:31]=[C:30]([C:34]([F:35])([F:37])[F:36])[CH:29]=1. Procedure: To a solution of N-[5-(3-amino-4-fluorophenoxy)[1,3]thiazolo[5,4-b]pyridin-2-yl]cyclopropanecarboxamide (150 mg, 0.436 mmol) produced in Example 16(vi) in pyridine (4 mL) was added 1-isocyanato-3-(trifluoromethyl)benzene (120 μL, 0.871 mmol), and the mixture was stirred at 90° C. for 2 hr. The reaction mixture was diluted with ethyl acetate (15 mL)/tetrahydrofuran (5 mL), and washed successively with aqueous sodium hydrogen carbonate solution (15 mL) and saturated brine (5 mL). The organic layer... Conditions: time 2 hour. Yield: 75.0%. The product is FC1=C(C=CC(=C1)F)C(C(C1=NC=C(C=C1)CCCOCC(F)(F)F)(F)F)(CN1N=NN=C1)O (2-(2,4-Difluorophenyl)-1,1-difluoro-3-(1H-tetrazol-1-yl)-1-(5-(3-(2,2,2-trifluoroethoxy)propyl)pyridin-2-yl)propan-2-ol). Procedure details: To a stirred solution of (E)-2-(2,4-difluorophenyl)-1,1-difluoro-3-(1H-tetrazol-1-yl)-1-(5-(3-(2,2,2-trifluoroethoxy)prop-1-enyl)pyridin-2-yl)propan-2-ol (6; 140 mg, 0.28 mmol) in EtOH (10 mL) was added 10% Pd/C (14 mg), and the mixture was stirred under hydrogen atmosphere for 2 h. After consumption of the starting material (by TLC), the reaction mixture was filtered through a pad of Celite® and the Celite® cake was washed thoroughly with EtOAc (3×20 mL). The filtrate was concentrated under red... As a reaction SMILES: [F:1][C:2]1[CH:7]=[C:6]([F:8])[CH:5]=[CH:4][C:3]=1[C:9]([OH:34])([CH2:28][N:29]1[CH:33]=[N:32][N:31]=[N:30]1)[C:10]([F:27])([F:26])[C:11]1[CH:16]=[CH:15][C:14](/[CH:17]=[CH:18]/[CH2:19][O:20][CH2:21][C:22]([F:25])([F:24])[F:23])=[CH:13][N:12]=1>CCO.[Pd]>[F:1][C:2]1[CH:7]=[C:6]([F:8])[CH:5]=[CH:4][C:3]=1[C:9]([OH:34])([CH2:28][N:29]1[CH:33]=[N:32][N:31]=[N:30]1)[C:10]([F:27])([F:26])[C:11]1[CH:16]=[CH:15][C:14]([CH2:17][CH2:18][CH2:19][O:20][CH2:21][C:22]([F:25])([F:24])[F:23])=[CH:13][N:12]=1. The reactants are FC1=C(C=CC(=C1)F)C(C(C1=NC=C(C=C1)\C=C\COCC(F)(F)F)(F)F)(CN1N=NN=C1)O ((E)-2-(2,4-Difluorophenyl)-1,1-difluoro-3-(1H-tetrazol-1-yl)-1-(5-(3-(2,2,2-trifluoroethoxy)prop-1-enyl)pyridin-2-yl) propan-2-ol). Solvent: CCO (EtOH). Reagents/catalysts: [Pd] (Pd/C).